Dataset: the Open Reaction Database (ORD), a public repository of structured organic reaction records. Task: describe an organic reaction: reactants, conditions, products, and yield The reactants are [O-]CC.[Na+] (sodium ethoxide), BrCC=1C=C2C(=CC1)N(CC21CN(CC1)C(=O)OC(C)(C)C)C(=O)OCC[Si](C)(C)C (1-(2-(trimethylsilyl)ethyl) 1′-tert-butyl 5-(bromomethyl)spiro[indoline-3,3′-pyrrolidine]-1,1′-dicarboxylate), O (water), C(CC(=O)OCC)(=O)OCC (Diethyl malonate). Solvent: C(C)O (ethanol), C(C)O (ethanol). Run at time 1.5 hour. The product is C(C)OC(C(CC=1C=C2C(=CC1)N(CC21CN(CC1)C(=O)OC(C)(C)C)C(=O)OCC[Si](C)(C)C)C(=O)OCC)=O (1-(2-(trimethylsilyl)ethyl) 1′-tert-butyl 5-(3-ethoxy-2-(ethoxycarbonyl)-3-oxopropyl)spiro[indoline-3,3′-pyrrolidine]-1,1′-dicarboxylate). Yield: 66.8%. Reaction SMILES: [C:1]([O:9][CH2:10][CH3:11])(=[O:8])[CH2:2][C:3]([O:5][CH2:6][CH3:7])=[O:4].[O-]CC.[Na+].Br[CH2:17][C:18]1[CH:19]=[C:20]2[C:26]3([CH2:30][CH2:29][N:28]([C:31]([O:33][C:34]([CH3:37])([CH3:36])[CH3:35])=[O:32])[CH2:27]3)[CH2:25][N:24]([C:38]([O:40][CH2:41][CH2:42][Si:43]([CH3:46])([CH3:45])[CH3:44])=[O:39])[C:21]2=[CH:22][CH:23]=1.O>C(O)C>[CH2:10]([O:9][C:1](=[O:8])[CH:2]([C:3]([O:5][CH2:6][CH3:7])=[O:4])[CH2:17][C:18]1[CH:19]=[C:20]2[C:26]3([CH2:30][CH2:29][N:28]([C:31]([O:33][C:34]([CH3:37])([CH3:35])[CH3:36])=[O:32])[CH2:27]3)[CH2:25][N:24]([C:38]([O:40][CH2:41][CH2:42][Si:43]([CH3:46])([CH3:45])[CH3:44])=[O:39])[C:21]2=[CH:22][CH:23]=1)[CH3:11] |f:1.2|. Procedure: Diethyl malonate (183 mg, 1.14 mmol) was dissolved in ethanol (2 mL). Thereafter, sodium ethoxide (78.0 mg, 1.15 mmol) and an ethanol (2 mL) solution of 1-(2-(trimethylsilyl)ethyl) 1′-tert-butyl 5-(bromomethyl)spiro[indoline-3,3′-pyrrolidine]-1,1′-dicarboxylate (390 mg, 0.76 mmol) were added to the above obtained solution under cooling on ice, and the thus obtained mixture was then stirred at the same temperature as above for 1.5 hours. Thereafter, water was added to the reaction solution, and t...